This data is from the Open Reaction Database (ORD), a public repository of structured organic reaction records. The task is: describe an organic reaction: reactants, conditions, products, and yield Yields the product COc1cc(N2CCN(C)CC2)ccc1-c1cnc(N)c(-c2nc3ncccc3o2)c1. Reaction SMILES: [Br:26][c:27]1[c:28]([O:40][CH3:41])[cH:29][c:30]([N:33]2[CH2:34][CH2:35][N:36]([CH3:39])[CH2:37][CH2:38]2)[cH:31][cH:32]1.[CH3:48][O:49][CH2:50][CH2:51][O:52][CH3:53].[Na+:42].[Na+:43].[O-:44][C:45](=[O:46])[O-:47].[OH2:95].[Pd:54]([Cl:55])[Cl:56].[c:57]1([P:58]([c:59]2[cH:60][cH:61][cH:62][cH:63][cH:64]2)[c:65]2[cH:66][cH:67][cH:68][cH:69][cH:70]2)[cH:71][cH:72][cH:73][cH:74][cH:75]1.[c:76]1([P:77]([c:78]2[cH:79][cH:80][cH:81][cH:82][cH:83]2)[c:84]2[cH:85][cH:86][cH:87][cH:88][cH:89]2)[cH:90][cH:91][cH:92][cH:93][cH:94]1.[o:1]1[c:2](-[c:10]2[c:11]([NH2:25])[n:12][cH:13][c:14]([B:16]3[O:17][C:18]([CH3:19])([CH3:20])[C:21]([CH3:22])([CH3:23])[O:24]3)[cH:15]2)[n:3][c:4]2[n:5][cH:6][cH:7][cH:8][c:9]12>>[o:1]1[c:2](-[c:10]2[c:11]([NH2:25])[n:12][cH:13][c:14](-[c:27]3[c:28]([O:40][CH3:41])[cH:29][c:30]([N:33]4[CH2:34][CH2:35][N:36]([CH3:39])[CH2:37][CH2:38]4)[cH:31][cH:32]3)[cH:15]2)[n:3][c:4]2[n:5][cH:6][cH:7][cH:8][c:9]12. Reactants: COc1cc(N2CCN(C)CC2)ccc1Br, COCCOC, [Na+], [Na+], O=C([O-])[O-], O, Cl[Pd]Cl, c1ccc(P(c2ccccc2)c2ccccc2)cc1, c1ccc(P(c2ccccc2)c2ccccc2)cc1, CC1(C)OB(c2cnc(N)c(-c3nc4ncccc4o3)c2)OC1(C)C.